Dataset: the Open Reaction Database (ORD), a public repository of structured organic reaction records. Task: describe an organic reaction: reactants, conditions, products, and yield Reactants: four, CC(C(=O)OCC)(C=C)C (ethyl 2,2-dimethylbut-3-enoate), C(Cl)(Cl)Cl (chloroform). Reaction conditions: temperature 0 celsius, time 1 hour. The product is C(C)OC(C(\C=C\Cl)(C)C)=O ((E)-ethyl-4-chloro-2,2-dimethylbut-3-enoate). Reaction SMILES: [CH3:1][C:2]([CH3:10])([CH:8]=[CH2:9])[C:3]([O:5][CH2:6][CH3:7])=[O:4].C(Cl)(Cl)[Cl:12]>>[CH2:6]([O:5][C:3](=[O:4])[C:2]([CH3:10])([CH3:1])/[CH:8]=[CH:9]/[Cl:12])[CH3:7]. Procedure: A five liter four neck round bottom flask equipped with thermometer, cold bath, mechanical stirrer and inlet tube for subsurface gas introduction was charged with 470 g of ethyl 2,2-dimethylbut-3-enoate (prepared according to the procedure of J. L. Hermann, G. R. Kiecgykowski, and R. H. Schessinger, Tetr. Lett., 2425 (1973)) and 2500 mL of chloroform. The solution was cooled to 0° C. and chlorine was bubbled into the solution at a rate that kept the internal temperature below 10° C. (3 hours tot... The reactants are CC(=O)OC(C(C)O)C(O)c1cccc(C(=O)C(C(=O)c2cccc(F)c2)=C2Nc3ccccc3N2)c1, C1CCOC1, CO, [Cl-], [NH4+], [Na+], [OH-]. Yields the product CC(O)C(O)C(O)c1cccc(C(=O)C(C(=O)c2cccc(F)c2)=C2Nc3ccccc3N2)c1. Reaction SMILES: [C:6](=[O:7])([CH3:8])[O:9][CH:10]([CH:11]([CH3:12])[OH:13])[CH:14]([OH:15])[c:16]1[cH:17][c:18]([C:22]([C:23]([C:24](=[O:25])[c:26]2[cH:27][c:28]([F:32])[cH:29][cH:30][cH:31]2)=[C:33]2[NH:34][c:35]3[c:36]([cH:38][cH:39][cH:40][cH:41]3)[NH:37]2)=[O:42])[cH:19][cH:20][cH:21]1.[CH2:1]1[O:2][CH2:3][CH2:4][CH2:5]1.[CH3:47][OH:48].[Cl-:45].[NH4+:46].[Na+:44].[OH-:43]>>[OH:9][CH:10]([CH:11]([CH3:12])[OH:13])[CH:14]([OH:15])[c:16]1[cH:17][c:18]([C:22]([C:23]([C:24](=[O:25])[c:26]2[cH:27][c:28]([F:32])[cH:29][cH:30][cH:31]2)=[C:33]2[NH:34][c:35]3[c:36]([cH:38][cH:39][cH:40][cH:41]3)[NH:37]2)=[O:42])[cH:19][cH:20][cH:21]1. As a reaction SMILES: N[C:2]1[N:7]=[C:6]([CH3:8])[C:5]([N+:9]([O-:11])=[O:10])=[CH:4][CH:3]=1.N([O-])=[O:13].[Na+]>O>[OH:13][C:2]1[N:7]=[C:6]([CH3:8])[C:5]([N+:9]([O-:11])=[O:10])=[CH:4][CH:3]=1 |f:1.2|. The reactants are resultant solution, NC1=CC=C(C(=N1)C)[N+](=O)[O-] (6-amino-3-nitro-2-picoline), N(=O)[O-].[Na+] (sodium nitrite). Reported procedure: A suspension of 3.0 gm (19.6 mMol) 6-amino-3-nitro-2-picoline in 50 mL water containing 3.5 mL concentrated sulfuric acid was heated to effect solution. The resultant solution was cooled to 0° C. and a solution of 2.0 gm (29.4 mMol) sodium nitrite in 10 mL water was added with vigorous stirring at a rate to maintain the reaction mixture ≤10° C. After 4 hours the reaction mixture was filtered. The solid was washed with water and dried under reduced pressure to provide 2.4 gm (80%) of the desired ... Yield: 79.4%. The solvent is O (water), O (water). Product: OC1=CC=C(C(=N1)C)[N+](=O)[O-] (6-hydroxy-3-nitro-2-picoline). Run in C1CCOC1 (THF), C1CCOC1 (THF). The product is FC(C1=CC(=CC=C1)C1=NSC=C1C(=O)N)(F)F (3-(α,α,α-Trifluoro-m-Tolyl)-4-Isothiazolecarboxamide). The reactants are FC(C1=CC(=CC=C1)C1=NSC=C1C(=O)Cl)(F)F (3-(α,α,α-trifluoro-m-tolyl)-4-isothiazolecarbonyl chloride), N (ammonia). Procedure details: A solution of 2.92 g (0.010 mol) of 3-(α,α,α-trifluoro-m-tolyl)-4-isothiazolecarbonyl chloride in 10 ml of THF was added to a solution of excess ammonia gas in THF stirred in a dry ice acetone bath. The mixture was slowly warmed to 23° with stirring. The solid NH4Cl was removed by filtration, and the filtrate was concentrated to about 20 ml. Then 100 ml of ether was added, and the solution was extracted with two portions of 10% Na2CO3 solution and once with saturated NaCl solution. The ether lay... As a reaction SMILES: [F:1][C:2]([F:18])([F:17])[C:3]1[CH:8]=[CH:7][CH:6]=[C:5]([C:9]2[C:13]([C:14](Cl)=[O:15])=[CH:12][S:11][N:10]=2)[CH:4]=1.[NH3:19]>C1COCC1>[F:1][C:2]([F:18])([F:17])[C:3]1[CH:8]=[CH:7][CH:6]=[C:5]([C:9]2[C:13]([C:14]([NH2:19])=[O:15])=[CH:12][S:11][N:10]=2)[CH:4]=1. Starting materials: Nc1nc(N)c2nc(CBr)cnc2n1, Br, CC(C)(C)OC(=O)C(N)Cc1ccc(OC(C)(C)C)cc1, O=C([O-])O, Cl. Reaction SMILES: [Br:2][CH2:3][c:4]1[n:5][c:6]2[c:7]([NH2:15])[n:8][c:9]([NH2:14])[n:10][c:11]2[n:12][cH:13]1.[BrH:1].[C:17]([CH3:18])([CH3:19])([CH3:20])[O:21][C:22]([CH:23]([CH2:24][c:25]1[cH:26][cH:27][c:28]([O:31][C:32]([CH3:33])([CH3:34])[CH3:35])[cH:29][cH:30]1)[NH2:36])=[O:37].[C:38](=[O:39])([OH:40])[O-:41].[ClH:16]>>[CH2:3]([c:4]1[n:5][c:6]2[c:7]([NH2:15])[n:8][c:9]([NH2:14])[n:10][c:11]2[n:12][cH:13]1)[NH:36][CH:23]([C:22]([O:21][C:17]([CH3:18])([CH3:19])[CH3:20])=[O:37])[CH2:24][c:25]1[cH:26][cH:27][c:28]([O:31][C:32]([CH3:33])([CH3:34])[CH3:35])[cH:29][cH:30]1. Yields the product CC(C)(C)OC(=O)C(Cc1ccc(OC(C)(C)C)cc1)NCc1cnc2nc(N)nc(N)c2n1.